This data is from the Open Reaction Database (ORD), a public repository of structured organic reaction records. The task is: describe an organic reaction: reactants, conditions, products, and yield The reactants are [N+](=O)([O-])[O-].[K+] (potassium nitrate), FC(C(=O)O)(F)F (trifluoroacetic acid), NC=1C=CC(=C(C1)C1N(CCCC1)C(C)=O)OC1=CC=C(C=C1)F (1-(2-(5-amino-2-(4-fluoro-phenoxy)-phenyl)-piperidin-1-yl)-ethanone), C([O-])(O)=O.[Na+] (sodium bicarbonate). Conditions: time 8 hour. The product is NC=1C(=CC(=C(C1)C1N(CCCC1)C(C)=O)OC1=CC=C(C=C1)F)[N+](=O)[O-] (1-(2-(5-amino-2-(4-fluoro-phenoxy)-4-nitro-phenyl)-piperidin-1-yl)-ethanone). RXN SMILES: [N+:1]([O-:4])([O-])=[O:2].[K+].FC(F)(F)C(O)=O.[NH2:13][C:14]1[CH:15]=[CH:16][C:17]([O:29][C:30]2[CH:35]=[CH:34][C:33]([F:36])=[CH:32][CH:31]=2)=[C:18]([CH:20]2[CH2:25][CH2:24][CH2:23][CH2:22][N:21]2[C:26](=[O:28])[CH3:27])[CH:19]=1.C(=O)(O)[O-].[Na+]>>[NH2:13][C:14]1[C:15]([N+:1]([O-:4])=[O:2])=[CH:16][C:17]([O:29][C:30]2[CH:31]=[CH:32][C:33]([F:36])=[CH:34][CH:35]=2)=[C:18]([CH:20]2[CH2:25][CH2:24][CH2:23][CH2:22][N:21]2[C:26](=[O:28])[CH3:27])[CH:19]=1 |f:0.1,4.5|. Procedure: 64 mg of potassium nitrate was added to a trifluoroacetic acid (1 ml) solution of 190 mg of 1-(2-(5-amino-2-(4-fluoro-phenoxy)-phenyl)-piperidin-1-yl)-ethanone, and the reaction liquid was stirred overnight at room temperature. Aqueous saturated sodium bicarbonate was added to the reaction liquid to neutralize it, and then extracted with ethyl acetate. The organic layer was washed with saturated saline, and dried with anhydrous sodium sulfate. The solvent was evaporated away under reduced pressu... Reactants: C(C)(C)(C)OC(=O)NCCCCNC1=C(C(=NC2=CC=CC=C12)Cl)[N+](=O)[O-] (4-[4-(tert-butoxycarbonylamino)butylamino]-2-chloro-3-nitroquinoline). The reagents and catalysts are [C].[Pd] (palladium-carbon). Run in CO (methanol). Conditions: time 2 day. Yields the product NC=1C=NC2=CC=CC=C2C1NCCCCNC(=O)OC(C)(C)C (3-amino-4-[4-(tert-butoxycarbonylamino)butylamino] quinoline). Yield: 66.0%. Reaction SMILES: [C:1]([O:5][C:6]([NH:8][CH2:9][CH2:10][CH2:11][CH2:12][NH:13][C:14]1[C:23]2[C:18](=[CH:19][CH:20]=[CH:21][CH:22]=2)[N:17]=[C:16](Cl)[C:15]=1[N+:25]([O-])=O)=[O:7])([CH3:4])([CH3:3])[CH3:2]>CO.[C].[Pd]>[NH2:25][C:15]1[CH:16]=[N:17][C:18]2[C:23]([C:14]=1[NH:13][CH2:12][CH2:11][CH2:10][CH2:9][NH:8][C:6]([O:5][C:1]([CH3:4])([CH3:3])[CH3:2])=[O:7])=[CH:22][CH:21]=[CH:20][CH:19]=2 |f:2.3|. Procedure details: 38.69 mg (97.98 mmol) of 4-[4-(tert-butoxycarbonylamino)butylamino]-2-chloro-3-nitroquinoline was dissolved in 900 ml of methanol. 10 g of 10% palladium-carbon was added thereto and the mixture was stirred for 2 days under hydrogen atmosphere. The reaction mixture was filtrated and the filtrate was concentrated under reduced pressure. A sodium hydrogencarbonate aqueous solution was added to the residue and the solution was extracted twice with chloroform. The organic phase was washed with brine ... Reactants: ClC=1C=C(NC1Cl)C(=O)O (4,5-Dichloropyrrole-2-carboxylic acid), acid chloride, S(=O)(Cl)Cl (thionyl chloride), acid chloride, ClC1=C(N)C=CC(=C1)Cl (2,4-dichloroaniline), C1=CC=CC=C1 (benzene). Solvent: N1=CC=CC=C1 (pyridine). Product: 10.0, ClC1=C(NC(=O)C=2NC(=C(C2)Cl)Cl)C=CC(=C1)Cl (2',4,4',5-tetrachloropyrrole-2-carboxanilide). As a reaction SMILES: [Cl:1][C:2]1[CH:3]=[C:4]([C:8]([OH:10])=O)[NH:5][C:6]=1[Cl:7].S(Cl)(Cl)=O.C1C=CC=CC=1.[Cl:21][C:22]1[CH:28]=[C:27]([Cl:29])[CH:26]=[CH:25][C:23]=1[NH2:24]>N1C=CC=CC=1>[Cl:21][C:22]1[CH:28]=[C:27]([Cl:29])[CH:26]=[CH:25][C:23]=1[NH:24][C:8]([C:4]1[NH:5][C:6]([Cl:7])=[C:2]([Cl:1])[CH:3]=1)=[O:10]. Procedure: 4,5-Dichloropyrrole-2-carboxylic acid (10 g., 0.056 mole) was converted to the corresponding acid chloride by reaction with 15 ml. of thionyl chloride, and the acid chloride dissolved in 25 ml. of benzene was reacted with 9.2 g. (0.057 mole) of 2,4-dichloroaniline in 50 ml. of pyridine using the procedure described above in Example 3. The product was recrystallized from an ethyl acetate/ethanol mixture to give 10.0 of 2',4,4',5-tetrachloropyrrole-2-carboxanilide, m.p. 262°-264° C. Starting materials: C(C1=CC=CC=C1)O (benzyl alcohol), BrC1=CC(=C(C(=C1)F)C1=NN=C(S1)N)F (5-(4-bromo-2,6-difluorophenyl)-1,3,4-thiadiazol-2-amine), [H-].[Na+] (NaH). Solvent: C1CCOC1 (THF), C1CCOC1 (THF), C1CCOC1 (THF). Run at temperature 50 celsius, time 5 minute. The product is C(C1=CC=CC=C1)OC1=C(C(=CC(=C1)Br)F)C1=NN=C(S1)N (5-(2-(Benzyloxy)-4-bromo-6-fluorophenyl)-1,3,4-thiadiazol-2-amine). Yield: 37.5%. RXN SMILES: [H-].[Na+].[CH2:3]([OH:10])[C:4]1[CH:9]=[CH:8][CH:7]=[CH:6][CH:5]=1.[Br:11][C:12]1[CH:17]=[C:16](F)[C:15]([C:19]2[S:23][C:22]([NH2:24])=[N:21][N:20]=2)=[C:14]([F:25])[CH:13]=1>C1COCC1>[CH2:3]([O:10][C:16]1[CH:17]=[C:12]([Br:11])[CH:13]=[C:14]([F:25])[C:15]=1[C:19]1[S:23][C:22]([NH2:24])=[N:21][N:20]=1)[C:4]1[CH:9]=[CH:8][CH:7]=[CH:6][CH:5]=1 |f:0.1|. Procedure: A stirred suspension of NaH (60% dispersion in mineral oil, 151 mg, 3.77 mmol) in THF (10 mL) was cooled under nitrogen in an ice bath. To this suspension was added a solution of benzyl alcohol (0.372 mL, 3.59 mmol) in THF (5 mL) drop-wise. On completion of addition, the resulting suspension was stirred at ice bath temperature for 5 minutes, then room temperature for 10 minutes, before being slowly added to a stirred, ice-bath cooled suspension of 5-(4-bromo-2,6-difluorophenyl)-1,3,4-thiadiazol-... Reactants: C[Sn](C=1C=NC=CC1)(C)C (3-Trimethylstannanyl-pyridine), BrC=1N=CN(C1Br)COCC[Si](C)(C)C (4,5-dibromo-1-(2-trimethylsilanyl-ethoxymethyl)-1H-imidazole), BrC=1N=CN(C1Br)COCC[Si](C)(C)C (4,5-dibromo-1-(2-trimethylsilanyl-ethoxymethyl)-1H-imidazole). Reagents/catalysts: C1=CC=C(C=C1)P(C2=CC=CC=C2)C3=CC=CC=C3.C1=CC=C(C=C1)P(C2=CC=CC=C2)C3=CC=CC=C3.Cl[Pd]Cl (PdCl2(PPH3)2). Solvent: C1(=CC=CC=C1)C (toluene), C(C)(=O)OCC (ethyl acetate). Reaction conditions: time 2 hour. The product is BrC1=C(N(C=N1)COCC[Si](C)(C)C)C=1C=NC=CC1 (3-[5-bromo-3-(2-trimethylsilanyl-ethoxymethyl)-3H-imidazol-4-yl]-pyridine). The yield is 35.2%. RXN SMILES: C[Sn](C)(C)[C:3]1[CH:4]=[N:5][CH:6]=[CH:7][CH:8]=1.[Br:11][C:12]1[N:13]=[CH:14][N:15]([CH2:18][O:19][CH2:20][CH2:21][Si:22]([CH3:25])([CH3:24])[CH3:23])[C:16]=1Br>C1(C)C=CC=CC=1.C(OCC)(=O)C.C1C=CC(P(C2C=CC=CC=2)C2C=CC=CC=2)=CC=1.C1C=CC(P(C2C=CC=CC=2)C2C=CC=CC=2)=CC=1.Cl[Pd]Cl>[Br:11][C:12]1[N:13]=[CH:14][N:15]([CH2:18][O:19][CH2:20][CH2:21][Si:22]([CH3:25])([CH3:24])[CH3:23])[C:16]=1[C:3]1[CH:4]=[N:5][CH:6]=[CH:7][CH:8]=1 |f:4.5.6|. Procedure: To a solution of 71 (0.82 g, 3.4 mmol) in anhydrous toluene (50 ml) were added 0.9 eq (1.10 g) of 4,5-dibromo-1-(2-trimethylsilanyl-ethoxymethyl)-1H-imidazole (compound 72, LCMS (method A): Rt: 3.60 min, ([M+H]+=357)) and the resulting mixture was stirred for 2 hours under N2 (room temperature). To this reaction mixture were added 10 mol % of PdCl2(PPH3)2 (240 mg). After the addition, the temperature was raised to 100° C. and the resulting solution was stirred for 18 hours under N2. The reaction...